This data is from the Open Reaction Database (ORD), a public repository of structured organic reaction records. The task is: describe an organic reaction: reactants, conditions, products, and yield The reactants are [OH-].[Na+] (Sodium hydroxide), FC=1C=C(C=CC1C1N(C(CC2=C1NC1=CC=CC=C21)(C)C)C[C@@H](CF)C)/C=C/C(=O)OC ((E)-methyl 3-(3-fluoro-4-(2-((S)-3-fluoro-2-methylpropyl)-3,3-dimethyl-2,3,4,9-tetrahydro-1H-pyrido[3,4-b]indol-1-yl)phenyl)acrylate), C1CCOC1 (THF). Run in CO (methanol). Reaction conditions: time 4 hour. The product is FC=1C=C(C=CC1C1N(C(CC2=C1NC1=CC=CC=C21)(C)C)C[C@@H](CF)C)/C=C/C(=O)O ((E)-3-(3-fluoro-4-(2-((S)-3-fluoro-2-methylpropyl)-3,3-dimethyl-2,3,4,9-tetrahydro-1H-pyrido[3,4-b]indol-1-yl)phenyl)acrylic acid). RXN SMILES: [OH-].[Na+].[F:3][C:4]1[CH:5]=[C:6](/[CH:30]=[CH:31]/[C:32]([O:34]C)=[O:33])[CH:7]=[CH:8][C:9]=1[CH:10]1[C:15]2[NH:16][C:17]3[C:22]([C:14]=2[CH2:13][C:12]([CH3:24])([CH3:23])[N:11]1[CH2:25][C@H:26]([CH3:29])[CH2:27][F:28])=[CH:21][CH:20]=[CH:19][CH:18]=3.C1COCC1>CO>[F:3][C:4]1[CH:5]=[C:6](/[CH:30]=[CH:31]/[C:32]([OH:34])=[O:33])[CH:7]=[CH:8][C:9]=1[CH:10]1[C:15]2[NH:16][C:17]3[C:22]([C:14]=2[CH2:13][C:12]([CH3:24])([CH3:23])[N:11]1[CH2:25][C@H:26]([CH3:29])[CH2:27][F:28])=[CH:21][CH:20]=[CH:19][CH:18]=3 |f:0.1|. Reported procedure: 2M Sodium hydroxide (3.31 ml, 6.63 mmol) was added to a solution of (E)-methyl 3-(3-fluoro-4-(2-((S)-3-fluoro-2-methylpropyl)-3,3-dimethyl-2,3,4,9-tetrahydro-1H-pyrido[3,4-b]indol-1-yl)phenyl)acrylate (600 mg, 1.33 mmol) (mixture of diastereoisomers) in methanol (5 ml), and THF (20 ml) and the mixture stirred at ambient temperature for 4 hours. The mixture was concentrated to a volume such that all of the organic solvent had been removed, diluted with water (50 ml), acidified with dilute HCl to ... Reactants: NC1=C(CNC2=C(C=CC=C2)F)C=CC=C1 (N-(2-aminobenzyl)-2-fluoroaniline), S(=O)(=O)(N)N (sulfamide). Solvent: COCCOCCOC (diglyme). Yields the product FC1=C(C=CC=C1)N1S(NC2=C(C1)C=CC=C2)(=O)=O (3-(2-fluorophenyl)-3,4-dihydro-1H-2,1,3-benzothiadiazine 2,2-dioxide). The yield is 53.9%. Reaction SMILES: [NH2:1][C:2]1[CH:16]=[CH:15][CH:14]=[CH:13][C:3]=1[CH2:4][NH:5][C:6]1[CH:11]=[CH:10][CH:9]=[CH:8][C:7]=1[F:12].[S:17](N)(N)(=[O:19])=[O:18]>COCCOCCOC>[F:12][C:7]1[CH:8]=[CH:9][CH:10]=[CH:11][C:6]=1[N:5]1[CH2:4][C:3]2[CH:13]=[CH:14][CH:15]=[CH:16][C:2]=2[NH:1][S:17]1(=[O:19])=[O:18]. Reported procedure: A solution of N-(2-aminobenzyl)-2-fluoroaniline (4.3 g, 20 mmol) in diglyme (50 mL) was treated with sulfamide (2.5 g, 26 mmol) and heated to reflux for 0.5 h. The reaction mixture was evaporated and the oily residue purified by flash chromatography (SiO2, 10-100% ethyl acetate/hexanes) to provide 3-(2-fluorophenyl)-3,4-dihydro-1H-2,1,3-benzothiadiazine 2,2-dioxide (3.0 g) as a tan solid: Starting materials: CS(=O)C1=CC=C(CCl)C=C1 (p-methylsulfinylbenzyl chloride), [Cl-].CS(=O)C1=CC=C(C[P+](C2=CC=CC=C2)(C2=CC=CC=C2)C2=CC=CC=C2)C=C1 (p-methylsulfinylbenzyltriphenylphosphonium chloride). The product is [Cl-].CSC1=CC=C(C[P+](C2=CC=CC=C2)(C2=CC=CC=C2)C2=CC=CC=C2)C=C1 (p-Methylthiobenzyltriphenylphosphonium chloride). As a reaction SMILES: CS(C1C=CC(C[Cl:9])=CC=1)=O.[Cl-].[CH3:13][S:14]([C:16]1[CH:41]=[CH:40][C:19]([CH2:20][P+:21]([C:34]2[CH:39]=[CH:38][CH:37]=[CH:36][CH:35]=2)([C:28]2[CH:33]=[CH:32][CH:31]=[CH:30][CH:29]=2)[C:22]2[CH:27]=[CH:26][CH:25]=[CH:24][CH:23]=2)=[CH:18][CH:17]=1)=O>>[Cl-:9].[CH3:13][S:14][C:16]1[CH:17]=[CH:18][C:19]([CH2:20][P+:21]([C:22]2[CH:23]=[CH:24][CH:25]=[CH:26][CH:27]=2)([C:28]2[CH:33]=[CH:32][CH:31]=[CH:30][CH:29]=2)[C:34]2[CH:39]=[CH:38][CH:37]=[CH:36][CH:35]=2)=[CH:40][CH:41]=1 |f:1.2,3.4|. Procedure details: In a similar manner, when p-methylsulfinylbenzyl chloride is used, the product is p-methylsulfinylbenzyltriphenylphosphonium chloride, melting point 258°-262°C with gasing. RXN SMILES: [C:37](=[O:38])([O-:39])[O-:40].[CH3:44][N:45]([CH3:46])[CH:47]=[O:48].[Cl:1][CH2:2][CH2:3][O:4][c:5]1[c:6]([O:31][CH3:32])[cH:7][c:8]2[c:9]([O:15][c:16]3[c:17]([C:23](=[O:24])[c:25]4[cH:26][cH:27][cH:28][cH:29][cH:30]4)[cH:18][c:19]([CH3:22])[cH:20][cH:21]3)[cH:10][cH:11][n:12][c:13]2[cH:14]1.[K+:41].[K+:42].[NH2:33][CH2:34][CH2:35][OH:36].[OH2:43]>>[CH2:2]([CH2:3][O:4][c:5]1[c:6]([O:31][CH3:32])[cH:7][c:8]2[c:9]([O:15][c:16]3[c:17]([C:23](=[O:24])[c:25]4[cH:26][cH:27][cH:28][cH:29][cH:30]4)[cH:18][c:19]([CH3:22])[cH:20][cH:21]3)[cH:10][cH:11][n:12][c:13]2[cH:14]1)[NH:33][CH2:34][CH2:35][OH:36]. The product is COc1cc2c(Oc3ccc(C)cc3C(=O)c3ccccc3)ccnc2cc1OCCNCCO. The reactants are O=C([O-])[O-], CN(C)C=O, COc1cc2c(Oc3ccc(C)cc3C(=O)c3ccccc3)ccnc2cc1OCCCl, [K+], [K+], NCCO, O.